This data is from the Open Reaction Database (ORD), a public repository of structured organic reaction records. The task is: describe an organic reaction: reactants, conditions, products, and yield Starting materials: O=C(O)C(=O)O, COc1c(Br)cc(CC2NCCc3cc(OCc4ccccc4)c(NS(C)(=O)=O)cc32)cc1Br, CO, CS(C)=O, Cl. As a reaction SMILES: [C:1]([OH:2])(=[O:3])[C:4]([OH:5])=[O:6].[CH2:7]([c:8]1[cH:9][cH:10][cH:11][cH:12][cH:13]1)[O:14][c:15]1[cH:16][c:17]2[c:22]([cH:23][c:24]1[NH:25][S:26](=[O:27])(=[O:28])[CH3:29])[CH:21]([CH2:30][c:31]1[cH:32][c:33]([Br:40])[c:34]([O:38][CH3:39])[c:35]([Br:37])[cH:36]1)[NH:20][CH2:19][CH2:18]2.[CH3:42][OH:43].[CH3:44][S:45]([CH3:46])=[O:47].[ClH:41]>>[ClH:41].[OH:14][c:15]1[cH:16][c:17]2[c:22]([cH:23][c:24]1[NH:25][S:26](=[O:27])(=[O:28])[CH3:29])[CH:21]([CH2:30][c:31]1[cH:32][c:33]([Br:40])[c:34]([O:38][CH3:39])[c:35]([Br:37])[cH:36]1)[NH:20][CH2:19][CH2:18]2. Yields the product Cl, COc1c(Br)cc(CC2NCCc3cc(O)c(NS(C)(=O)=O)cc32)cc1Br. The reactants are [OH-].[Li+] (lithium hydroxide), N[C@H]1CC[C@H](CC1)C(=O)O (cis-4-Amino-1-cyclohexanecarboxylic acid), [OH-].[Li+] (lithium hydroxide), [OH-].[Li+] (lithium hydroxide), C(C1=CC=CC=C1)(=O)N=C=S (benzoylisothiocyanate), BrCC(=O)C1=CC=C(C=C1)C#N (2-Bromo-1-(4-cyanophenyl)-ethanone). The solvent is C1CCOC1 (THF). Reaction conditions: temperature 25 celsius, time 30 minute. The product is C(#N)C1=CC=C(C=C1)C=1N=C(SC1)NC1CCC(CC1)C(=O)O (4-[4-(4-cyano-phenyl)-thiazol-2-ylamino]-cyclohexanecarboxylic acid). The yield is 5.7%. As a reaction SMILES: [NH2:1][C@@H:2]1[CH2:7][CH2:6][C@H:5]([C:8]([OH:10])=[O:9])[CH2:4][CH2:3]1.[OH-].[Li+].C([N:21]=[C:22]=[S:23])(=O)C1C=CC=CC=1.Br[CH2:25][C:26]([C:28]1[CH:33]=[CH:32][C:31]([C:34]#[N:35])=[CH:30][CH:29]=1)=O>C1COCC1>[C:34]([C:31]1[CH:32]=[CH:33][C:28]([C:26]2[N:21]=[C:22]([NH:1][CH:2]3[CH2:7][CH2:6][CH:5]([C:8]([OH:10])=[O:9])[CH2:4][CH2:3]3)[S:23][CH:25]=2)=[CH:29][CH:30]=1)#[N:35] |f:1.2|. Procedure: cis-4-Amino-1-cyclohexanecarboxylic acid (1.5 g, 10.5 mmol) was suspended in THF (40 mL), lithium hydroxide (1N aqueous solution, 10.5 mL, 10.5 mmol) was added, followed by benzoylisothiocyanate (1.42 mL, 10.5 mmol). The mixture was stirred for 30 min, lithium hydroxide (1N aqueous solution, 10.5 mL, 10.5 mmol) was added, and the mixture was heated to reflux for 1 h. Additional lithium hydroxide (1N aqueous solution, 0.3 mL, 0.3 mmol) was added, heating was continued for 30 min, and then the mix... Starting materials: Nc1c(C(=O)O)cnn1-c1ccc(Cl)c(Cl)c1Cl, O=S(Cl)Cl. Yields the product Nc1c(C(=O)Cl)cnn1-c1ccc(Cl)c(Cl)c1Cl. As a reaction SMILES: [NH2:1][c:2]1[c:3]([C:16](=[O:17])[OH:18])[cH:4][n:5][n:6]1-[c:7]1[c:8]([Cl:15])[c:9]([Cl:14])[c:10]([Cl:13])[cH:11][cH:12]1.[S:19]([Cl:20])([Cl:21])=[O:22]>>[NH2:1][c:2]1[c:3]([C:16](=[O:18])[Cl:21])[cH:4][n:5][n:6]1-[c:7]1[c:8]([Cl:15])[c:9]([Cl:14])[c:10]([Cl:13])[cH:11][cH:12]1. Starting materials: CC1=CC(=C(O1)S(N)(=O)=O)C(=O)O (5-methyl-2-sulfamoyl-furan-3-carboxylic acid), compound, C(C)C=1OC=CC1 (2-ethyl furan), C(C)(C)(C)N (tert. butyl amine), N1=CC=CC=C1.S(=O)(=O)=O (sulfur trioxide-pyridine), P(Cl)(Cl)(Cl)(Cl)Cl (phosphorus pentachloride), [Na] (sodium), C(C)C1=CC=C(O1)S(=O)(=O)O (5-ethyl-furan-2-sulfonic acid). Product: C(C)C1=CC=C(O1)S(=O)(=O)NC(C)(C)C (5-ethyl-N-tert. butyl-furan-2-sulfonamide). The yield is 48.0%. Reaction SMILES: CC1OC(S(=O)(=O)N)=C(C(O)=O)C=1.C(C1OC=CC=1)C.N1C=CC=CC=1.S(=O)(=O)=O.[Na].[CH2:32]([C:34]1[O:38][C:37]([S:39]([OH:42])(=[O:41])=O)=[CH:36][CH:35]=1)[CH3:33].P(Cl)(Cl)(Cl)(Cl)Cl.[C:49]([NH2:53])([CH3:52])([CH3:51])[CH3:50]>>[CH2:32]([C:34]1[O:38][C:37]([S:39]([NH:53][C:49]([CH3:52])([CH3:51])[CH3:50])(=[O:41])=[O:42])=[CH:36][CH:35]=1)[CH3:33] |f:2.3,^1:30|. Procedure: Analogous to the preparation of the 5-methyl-2-sulfamoyl-furan-3-carboxylic acid (see starting compound of Example 1), 2-ethyl furan was sulfonated with sulfur trioxide-pyridine-complex into the sodium salt of the 5-ethyl-furan-2-sulfonic acid with a yield of 32.5% of theory. After chlorinating it with phosphorus pentachloride and reacting it with tert. butyl amine, 5-ethyl-N-tert. butyl-furan-2-sulfonamide [(m.p. 71°-72° C. from petroleum ether); 1H-NMR (CDCl3): δ=6.95 (d, 1, J=2 Hz, 3-H), 6.15... The reactants are CS(C)=O, CCOC(C)=O, CCCCC(C)CC(O)C=CC1CCC(=O)C1CCSc1nc(C(=O)OCC)cs1. The product is CCCCC(C)CC(O)C=CC1CCC(=O)C1CCSc1nc(C(=O)O)cs1. Reaction SMILES: [CH3:31][S:32]([CH3:33])=[O:34].[CH3:35][CH2:36][O:37][C:38](=[O:39])[CH3:40].[OH:1][CH:2]([CH:3]=[CH:4][CH:5]1[CH:6]([CH2:11][CH2:12][S:13][c:14]2[s:15][cH:16][c:17]([C:19](=[O:20])[O:21][CH2:22][CH3:23])[n:18]2)[C:7](=[O:10])[CH2:8][CH2:9]1)[CH2:24][CH:25]([CH2:26][CH2:27][CH2:28][CH3:29])[CH3:30]>>[OH:1][CH:2]([CH:3]=[CH:4][CH:5]1[CH:6]([CH2:11][CH2:12][S:13][c:14]2[s:15][cH:16][c:17]([C:19](=[O:20])[OH:21])[n:18]2)[C:7](=[O:10])[CH2:8][CH2:9]1)[CH2:24][CH:25]([CH2:26][CH2:27][CH2:28][CH3:29])[CH3:30]. Starting materials: Br, CCOc1ccc2c(c1)SC1=NCCN12, CC(=O)O. Product: Br, Oc1ccc2c(c1)SC1=NCCN12. Reaction SMILES: [BrH:16].[CH2:1]([CH3:2])[O:3][c:4]1[cH:5][c:6]2[c:7]([cH:14][cH:15]1)[N:8]1[C:9](=[N:11][CH2:12][CH2:13]1)[S:10]2.[CH3:17][C:18](=[O:19])[OH:20]>>[BrH:16].[OH:3][c:4]1[cH:5][c:6]2[c:7]([cH:14][cH:15]1)[N:8]1[C:9](=[N:11][CH2:12][CH2:13]1)[S:10]2. Starting materials: nitrile, COC=1C=C(C=C(C1)OC)C(C#N)C(C)C (2-(3,5-Dimethoxyphenyl)-2-isopropylacetonitrile), water ice, [Na+].[Cl-] (NaCl), compound, COC=1C=C(C=C(C1)OC)CCN1CC(CCC1)CCl (1-[2-(3,5-Dimethoxyphenyl)ethyl]-3-chloromethylpiperidine). The solvent is C1CCOC1 (THF), C1CCOC1 (THF). Conditions: temperature -50 celsius, time 20 minute. Yields the product COC=1C=C(C=C(C1)OC)CCN1CC(CCC1)CC(C#N)(C(C)C)C1=CC(=CC(=C1)OC)OC (1-[2-(3,5-Dimethoxyphenyl)ethyl]-α-(3,5-dimethoxyphenyl)-α-(1-methylethyl)-piperidine-3-propanenitrile). RXN SMILES: [CH3:1][O:2][C:3]1[CH:4]=[C:5]([CH:11]([CH:14]([CH3:16])[CH3:15])[C:12]#[N:13])[CH:6]=[C:7]([O:9][CH3:10])[CH:8]=1.[CH3:17][O:18][C:19]1[CH:20]=[C:21]([CH2:27][CH2:28][N:29]2[CH2:34][CH2:33][CH2:32][CH:31]([CH2:35]Cl)[CH2:30]2)[CH:22]=[C:23]([O:25][CH3:26])[CH:24]=1.[Na+].[Cl-]>C1COCC1>[CH3:17][O:18][C:19]1[CH:20]=[C:21]([CH2:27][CH2:28][N:29]2[CH2:34][CH2:33][CH2:32][CH:31]([CH2:35][C:11]([C:5]3[CH:6]=[C:7]([O:9][CH3:10])[CH:8]=[C:3]([O:2][CH3:1])[CH:4]=3)([CH:14]([CH3:16])[CH3:15])[C:12]#[N:13])[CH2:30]2)[CH:22]=[C:23]([O:25][CH3:26])[CH:24]=1 |f:2.3|. Reported procedure: The reaction mixture is stirred at -50° C. for 20 minutes, a solution of 2.75 g (0.0125 mol) of the nitrile prepared under (a) in 10 cc of THF is then added dropwise, the mixture is stirred again at -50° C. for 30 minutes and a solution of 3 g of the compound prepared under (b) in 10 cc of THF is then added. The reaction mixture is stirred for 1 hour at -50° C. and then left to stand overnight at ambient temperature. It is poured into 0.5 liter of a water/ice mixture, saturated with NaCl and ext... Product: ClC1=CC=C(C=C1)C1=NC2=C(N1C(COC1=CC=NC=C1)C1CCCCC1)C=C(C(=C2)F)F (2-(4-Chloro-phenyl)-1-[1-cyclohexyl-2-(pyridin-4-yloxy)-ethyl]-5,6-difluoro-1H-benzoimidazole). Procedure details: The title compound was prepared in analogy to Example 35 from 1-(2-bromo-1-cyclohexyl-ethyl)-2-(4-chloro-phenyl)-5,6-difluoro-1H-benzoimidazole (Ex. 34, int.) and 4-hydroxypyridine after a reaction time of 3 days at room temperature. White solid (32%). MS (Turbo Spray): m/z=468.2 [M+H]. Reaction SMILES: Br[CH2:2][CH:3]([N:10]1[C:14]2[CH:15]=[C:16]([F:20])[C:17]([F:19])=[CH:18][C:13]=2[N:12]=[C:11]1[C:21]1[CH:26]=[CH:25][C:24]([Cl:27])=[CH:23][CH:22]=1)[CH:4]1[CH2:9][CH2:8][CH2:7][CH2:6][CH2:5]1.[OH:28][C:29]1[CH:34]=[CH:33][N:32]=[CH:31][CH:30]=1>>[Cl:27][C:24]1[CH:25]=[CH:26][C:21]([C:11]2[N:10]([CH:3]([CH:4]3[CH2:9][CH2:8][CH2:7][CH2:6][CH2:5]3)[CH2:2][O:28][C:29]3[CH:34]=[CH:33][N:32]=[CH:31][CH:30]=3)[C:14]3[CH:15]=[C:16]([F:20])[C:17]([F:19])=[CH:18][C:13]=3[N:12]=2)=[CH:22][CH:23]=1. Reactants: BrCC(C1CCCCC1)N1C(=NC2=C1C=C(C(=C2)F)F)C2=CC=C(C=C2)Cl (1-(2-bromo-1-cyclohexyl-ethyl)-2-(4-chloro-phenyl)-5,6-difluoro-1H-benzoimidazole), OC1=CC=NC=C1 (4-hydroxypyridine), solid. The reactants are C(C)N1C(C(N(CC1)C(=O)NC(C(=O)NC1(C(NC1C)=O)S(=O)C)C1=CC=CC=C1)=O)=O (3[2-(4-Ethyl-2,3-dioxopiperazine-1-carbonylamino)-2-phenylacetamido]-4-methyl-3-methylsulphinylazetidin-2-one), N (ammonia). Solvent: O1CCOCC1 (dioxan). Product: NC1(C(NC1C)=O)NC(C(C1=CC=CC=C1)NC(=O)N1C(C(N(CC1)CC)=O)=O)=O (3-Amino-3[2-(4-ethyl-2,3-dioxopiperazine-1-carbonylamino)-2-phenylacetamido]-4-methylazetidin-2-one). Reaction SMILES: [CH2:1]([N:3]1[CH2:8][CH2:7][N:6]([C:9]([NH:11][CH:12]([C:25]2[CH:30]=[CH:29][CH:28]=[CH:27][CH:26]=2)[C:13]([NH:15][C:16]2(S(C)=O)[CH:19]([CH3:20])[NH:18][C:17]2=[O:21])=[O:14])=[O:10])[C:5](=[O:31])[C:4]1=[O:32])[CH3:2].[NH3:33]>O1CCOCC1>[NH2:33][C:16]1([NH:15][C:13](=[O:14])[CH:12]([NH:11][C:9]([N:6]2[CH2:7][CH2:8][N:3]([CH2:1][CH3:2])[C:4](=[O:32])[C:5]2=[O:31])=[O:10])[C:25]2[CH:30]=[CH:29][CH:28]=[CH:27][CH:26]=2)[CH:19]([CH3:20])[NH:18][C:17]1=[O:21]. Procedure details: The sulphoxide (61) (145 mg) in dioxan (5 ml) was treated with ammonia (21 ml) overnight at room temperature. The solvent was then evaporated and the residue chromatographed on silica gel to give the product (62) as a white solid (95 mg), νmax. (CHCl3) 3400, 3280, 1770, 1715 and 1690 cm-1, δ(CDCl3) 0.87, 0.90, 1.10 and 1.14 (each d, J 6 Hz, together 3H), 1.20 (t, J 7Hz, 3H), 1.6-2.9 br (2H, exch.), 3.40-3.65 (m, 4H) (irradiation at 0.90 caused this signal to simplify), 3.85 (2×q, J 7 Hz, togethe...